This data is from the Open Reaction Database (ORD), a public repository of structured organic reaction records. The task is: describe an organic reaction: reactants, conditions, products, and yield Run at time 18 hour. Run in CN(C=O)C (dimethylformamide), S(=S)(=O)([O-])[O-].[Na+].[Na+] (sodium thiosulfate), C([O-])([O-])=O.[K+].[K+] (potassium carbonate). Starting materials: [N+](=O)([O-])C1=C(C=C(C=C1)OCCCCS(=O)(=O)C1=CC=CC=C1)C=C1C(NC(N1)=O)=O (5-[[2-nitro-5-[4-(phenylsulfonyl)butoxy]phenyl]methylene]-2,4-imidazolidinedione), II (Iodine). Yield: 51.0%. The reagents and catalysts are [Pd] (palladium on charcoal). Procedure: A solution of 5-[[2-nitro-5-[4-(phenylsulfonyl)butoxy]phenyl]methylene]-2,4-imidazolidinedione (4.12 g, 9.1 mmol) in dimethylformamide (125 mL) was hydrogenated at 60 p.s.i. over 10% palladium on charcoal (1.25 g) in a low pressure hydrogenation apparatus. After 18 hours, the mixture was filtered through kieselguhr, the solvent evaporated and the residue dissolved in dimethylformamide (125 mL) and resubjected to hydrogenation over 10% palladium on charcoal (1.2 g). After 4 hours, the mixture was... RXN SMILES: [N+:1]([C:4]1[CH:9]=[CH:8][C:7]([O:10][CH2:11][CH2:12][CH2:13][CH2:14][S:15]([C:18]2[CH:23]=[CH:22][CH:21]=[CH:20][CH:19]=2)(=[O:17])=[O:16])=[CH:6][C:5]=1[CH:24]=[C:25]1[NH:29][C:28](=[O:30])[NH:27][C:26]1=O)([O-])=O.II>CN(C)C=O.[Pd].S([O-])([O-])(=O)=S.[Na+].[Na+].C(=O)([O-])[O-].[K+].[K+]>[C:18]1([S:15]([CH2:14][CH2:13][CH2:12][CH2:11][O:10][C:7]2[CH:8]=[CH:9][C:4]3[N:1]=[C:26]4[NH:27][C:28](=[O:30])[NH:29][C:25]4=[CH:24][C:5]=3[CH:6]=2)(=[O:17])=[O:16])[CH:23]=[CH:22][CH:21]=[CH:20][CH:19]=1 |f:4.5.6,7.8.9|. The product is C1(=CC=CC=C1)S(=O)(=O)CCCCOC1=CC=2C=C3C(=NC2C=C1)NC(N3)=O (7-[4-(phenylsulfonyl)butoxy]-1,3-dihydro-2H-imidazo[4,5-b]quinolin-2-one), hydrate. Reactants: ClC=1C2=C(C(=C3C(C=C(NC13)C(=O)OC)=O)C(F)(F)F)C(C=C(N2)C(=O)OC)=O (dimethyl 10-chloro-1,4,6,9-tetrahydro-4,6-dioxo-5-(trifluoromethyl)pyrido[3,2-g]quinoline-2,8-dicarboxylate), [OH-].[Na+] (sodium hydroxide), Cl (HCl). Run in O (water). Reaction conditions: time 15 minute. The product is ClC=1C2=C(C(=C3C(C=C(NC13)C(=O)O)=O)C(F)(F)F)C(C=C(N2)C(=O)O)=O (10-Chloro-1,4,6,9-tetrahydro-4,6-dioxo-5-(trifluoromethyl)pyrido[3,2-g]quinoline-2,8-dicarboxylic acid). Yield: 47.5%. RXN SMILES: [Cl:1][C:2]1[C:3]2[NH:24][C:23]([C:25]([O:27]C)=[O:26])=[CH:22][C:21](=[O:29])[C:4]=2[C:5]([C:17]([F:20])([F:19])[F:18])=[C:6]2[C:11]=1[NH:10][C:9]([C:12]([O:14]C)=[O:13])=[CH:8][C:7]2=[O:16].[OH-].[Na+].Cl>O>[Cl:1][C:2]1[C:11]2[NH:10][C:9]([C:12]([OH:14])=[O:13])=[CH:8][C:7](=[O:16])[C:6]=2[C:5]([C:17]([F:19])([F:18])[F:20])=[C:4]2[C:3]=1[NH:24][C:23]([C:25]([OH:27])=[O:26])=[CH:22][C:21]2=[O:29] |f:1.2|. Procedure details: A mixture of 1.65 grams (0.0058 mole) of dimethyl 10-chloro-1,4,6,9-tetrahydro-4,6-dioxo-5-(trifluoromethyl)pyrido[3,2-g]quinoline-2,8-dicarboxylate and 20 ml. of water is stirred and to the mixture is added a 5% sodium hydroxide solution until solution occurs (3ml.). The solution is stirred for 15 minutes and then acidified by the addition of a dilute HCl solution. The resulting tan precipitate is removed by filtration and washed with water. There is obtained 1.11 gram of material melting above... The reactants are CC([O-])=S, Cc1ccc(S(=O)(=O)N(c2ccccc2)c2ccc(CN3CC(OS(C)(=O)=O)CC3=O)cc2)cc1, [K+]. Product: CC(=O)SC1CC(=O)N(Cc2ccc(N(c3ccccc3)S(=O)(=O)c3ccc(C)cc3)cc2)C1. As a reaction SMILES: [C:36]([CH3:37])(=[S:38])[O-:39].[CH3:1][S:2]([O:3][CH:6]1[CH2:7][C:8](=[O:35])[N:9]([CH2:11][c:12]2[cH:13][cH:14][c:15]([N:18]([S:19](=[O:20])(=[O:21])[c:22]3[cH:23][cH:24][c:25]([CH3:28])[cH:26][cH:27]3)[c:29]3[cH:30][cH:31][cH:32][cH:33][cH:34]3)[cH:16][cH:17]2)[CH2:10]1)(=[O:4])=[O:5].[K+:40]>>[CH:6]1([S:38][C:36]([CH3:37])=[O:39])[CH2:7][C:8](=[O:35])[N:9]([CH2:11][c:12]2[cH:13][cH:14][c:15]([N:18]([S:19](=[O:20])(=[O:21])[c:22]3[cH:23][cH:24][c:25]([CH3:28])[cH:26][cH:27]3)[c:29]3[cH:30][cH:31][cH:32][cH:33][cH:34]3)[cH:16][cH:17]2)[CH2:10]1. Starting materials: NC1=CC=C(C=N1)OC1=CC=NC=2NC(N(CC21)CC2=CC=C(C=C2)OC)=O (5-[(6-aminopyridin-3-yl)oxy]-3-(4-methoxybenzyl)-3,4-dihydropyrido[2,3-d]pyrimidin-2(1H)-one), FC1=CC=C(C=C1)C=1C(C(=CNC1)C(=O)O)=O (5-(4-fluoro-phenyl)-4-oxo-1,4-dihydro-pyridine-3-carboxylic acid), C(C)(C)N(C(C)C)CC (N,N-diisopropylethylamine). Solvent: CN(C)C=O (DMF). Product: COC1=CC=C(CN2C(NC3=C(C2)C(=CC=N3)OC=3C=CC(=NC3)NC(=O)C3=CNC=C(C3=O)C3=CC=C(C=C3)F)=O)C=C1 (5-(4-Fluoro-phenyl)-4-oxo-1,4-dihydro-pyridine-3-carboxylic acid {5-[3-(4-methoxy-benzyl)-2-oxo-1,2,3,4-tetrahydro-pyrido[2,3-d]pyrimidin-5-yloxy]-pyridin-2-yl}-amide). The yield is 31.8%. Reaction SMILES: [NH2:1][C:2]1[N:7]=[CH:6][C:5]([O:8][C:9]2[C:18]3[CH2:17][N:16]([CH2:19][C:20]4[CH:25]=[CH:24][C:23]([O:26][CH3:27])=[CH:22][CH:21]=4)[C:15](=[O:28])[NH:14][C:13]=3[N:12]=[CH:11][CH:10]=2)=[CH:4][CH:3]=1.[F:29][C:30]1[CH:35]=[CH:34][C:33]([C:36]2[C:37](=[O:45])[C:38]([C:42](O)=[O:43])=[CH:39][NH:40][CH:41]=2)=[CH:32][CH:31]=1.C(N(CC)C(C)C)(C)C>CN(C=O)C>[CH3:27][O:26][C:23]1[CH:24]=[CH:25][C:20]([CH2:19][N:16]2[CH2:17][C:18]3[C:9]([O:8][C:5]4[CH:4]=[CH:3][C:2]([NH:1][C:42]([C:38]5[C:37](=[O:45])[C:36]([C:33]6[CH:34]=[CH:35][C:30]([F:29])=[CH:31][CH:32]=6)=[CH:41][NH:40][CH:39]=5)=[O:43])=[N:7][CH:6]=4)=[CH:10][CH:11]=[N:12][C:13]=3[NH:14][C:15]2=[O:28])=[CH:21][CH:22]=1. Procedure details: A solution of 5-[(6-aminopyridin-3-yl)oxy]-3-(4-methoxybenzyl)-3,4-dihydropyrido[2,3-d]pyrimidin-2(1H)-one (100.00 mg; 0.26 mmol; 1.00 eq.), 5-(4-fluoro-phenyl)-4-oxo-1,4-dihydro-pyridine-3-carboxylic acid (67.97 mg; 0.29 mmol; 1.10 eq.), pybop (179.26 mg; 0.34 mmol; 1.30 eq.), DMF (4.00 ml), and N,N-diisopropylethylamine (131.72 μl; 0.79 mmol; 3.00 eq.) was stirred at room temperature for 4 days. The reaction was concentrated, redissolved in DMSO, and purified via prep HPLC to afford 49 mg (26%...